Task: describe an organic reaction: reactants, conditions, products, and yield. Dataset: the Open Reaction Database (ORD), a public repository of structured organic reaction records Reactants: C1(CC1)COC1=C(C=CC(=C1)OC)C=1C2=C(N=CN1)C(=CN2)C(=O)O (4-(2-cyclopropylmethoxy-4-methoxy-phenyl)-5H-pyrrolo[3,2-d]pyrimidine-7-carboxylic acid), C(C)(C)(C)OC(N[C@@H]1CC[C@H](CC1)C(NC1CC1)=O)=O (trans-(4-cyclopropylcarbamoyl-cyclohexyl)-carbamic acid tert-butyl ester). The product is C1(CC1)NC(=O)[C@@H]1CC[C@H](CC1)NC(=O)C1=CNC2=C1N=CN=C2C2=C(C=C(C=C2)OC)OCC2CC2 (trans-4-(2-Cyclopropylmethoxy-4-methoxy-phenyl)-5H-pyrrolo[3,2-d]pyrimidine-7-carboxylic acid (4-cyclopropylcarbamoyl-cyclohexyl)-amide). As a reaction SMILES: [CH:1]1([CH2:4][O:5][C:6]2[CH:11]=[C:10]([O:12][CH3:13])[CH:9]=[CH:8][C:7]=2[C:14]2[C:15]3[NH:22][CH:21]=[C:20]([C:23]([OH:25])=O)[C:16]=3[N:17]=[CH:18][N:19]=2)[CH2:3][CH2:2]1.C(OC(=O)[NH:32][C@H:33]1[CH2:38][CH2:37][C@H:36]([C:39](=[O:44])[NH:40][CH:41]2[CH2:43][CH2:42]2)[CH2:35][CH2:34]1)(C)(C)C>>[CH:41]1([NH:40][C:39]([C@H:36]2[CH2:37][CH2:38][C@H:33]([NH:32][C:23]([C:20]3[C:16]4[N:17]=[CH:18][N:19]=[C:14]([C:7]5[CH:8]=[CH:9][C:10]([O:12][CH3:13])=[CH:11][C:6]=5[O:5][CH2:4][CH:1]5[CH2:2][CH2:3]5)[C:15]=4[NH:22][CH:21]=3)=[O:25])[CH2:34][CH2:35]2)=[O:44])[CH2:43][CH2:42]1. Procedure details: Starting from 4-(2-cyclopropylmethoxy-4-methoxy-phenyl)-5H-pyrrolo[3,2-d]pyrimidine-7-carboxylic acid (example A73) and trans-(4-cyclopropylcarbamoyl-cyclohexyl)-carbamic acid tert-butyl ester (A195) the title compound is obtained as colorless solid. The reactants are C(C)(C)NC1=C(C=O)C=CC=C1 (2-isopropylaminobenzaldehyde), C(C)OC(C)=O.Cl (hydrochloric acid ethyl acetate). Run in C1(=CC=CC=C1)C (toluene). Yields the product Cl.C(C)(C)NC1=C(C=O)C=CC=C1 (2-isopropylaminobenzaldehyde hydrochloride). Reaction SMILES: [CH:1]([NH:4][C:5]1[CH:12]=[CH:11][CH:10]=[CH:9][C:6]=1[CH:7]=[O:8])([CH3:3])[CH3:2].C(OC(=O)C)C.[ClH:19]>C1(C)C=CC=CC=1>[ClH:19].[CH:1]([NH:4][C:5]1[CH:12]=[CH:11][CH:10]=[CH:9][C:6]=1[CH:7]=[O:8])([CH3:3])[CH3:2] |f:1.2,4.5|. Reported procedure: The thus obtained 2-isopropylaminobenzaldehyde was dissolved in toluene and 4N hydrochloric acid ethyl acetate solution was added thereto under ice cooling. Thus, 42.6 g of 2-isopropylaminobenzaldehyde hydrochloride was obtained.